This data is from the Open Reaction Database (ORD), a public repository of structured organic reaction records. The task is: describe an organic reaction: reactants, conditions, products, and yield Starting materials: N (ammonia), aldehyde, C(CCC)=O (n-butyraldehyde), chromium (3)-oxide, N (ammonia). The reagents and catalysts are [Ni] (nickel), [Ni] (nickel). Run in [H][H] (hydrogen), [H][H] (hydrogen). Yields the product C(CCC)=NCCCC (butylidene-butylamine). As a reaction SMILES: [CH:1](=O)[CH2:2][CH2:3][CH3:4].[NH3:6]>[Ni].[H][H]>[CH:1](=[N:6][CH2:1][CH2:2][CH2:3][CH3:4])[CH2:2][CH2:3][CH3:4]. Reported procedure: 1000 g n-butyraldehyde are reacted in the presence of 80 g of a commercially available nickel containing carrier catalyst (containing about 52 to 53% by weight nickel, and employing chromium (3)-oxide as activator) at 115° C with ammonia and hydrogen (volume ratio 1 : 1) in a flask equipped as described in Example 1. Altogether 260 l ammonia and 260 l hydrogen are introduced into the aldehyde-catalyst-suspension over a period of 4 hours. After termination of the reaction, the catalyst is separat... The reactants are C([O-])([O-])=O.[K+].[K+] (potassium carbonate), CC1(COB(OC1)C1=C(C=C(C=C1)N1C(O[C@H](C1)CNC(C)=O)=O)F)C (N-({(5S)-3-[4-(5,5-dimethyl-1,3,2-dioxaborinan-2-yl)-3-fluorophenyl]-2-oxo-1,3-oxazolidin-5-yl}methyl)acetamide), 111a, BrC1=CC=C(C=C1)CC[C@](C(=O)NOC1OCCCC1)(S(=O)(=O)C)C ((2R)-4-(4-bromophenyl)-2-methyl-2-(methylsulfonyl)-N-(tetrahydro-2H-pyran-2-yloxy)butanamide), 7, O (water). Reagents/catalysts: [Pd+2] (Palladium (II)). Run in O1CCOCC1 (dioxane). Reaction conditions: temperature 90 celsius. Yields the product C(C)(=O)NC[C@@H]1CN(C(O1)=O)C1=CC(=C(C=C1)C1=CC=C(C=C1)CC[C@](C(=O)NOC1OCCCC1)(S(=O)(=O)C)C)F ((2R)-4-{4′-[(5R)-5-(acetamidomethyl)-2-oxo-1,3-oxazolidin-3-yl]-2′-fluorobiphenyl-4-yl}-2-methyl-2-(methylsulfonyl)-N-(tetrahydro-2H-pyran-2-yloxy)butanamide). Reaction SMILES: C(=O)([O-])[O-].[K+].[K+].CC1(C)COB([C:14]2[CH:19]=[CH:18][C:17]([N:20]3[CH2:24][C@H:23]([CH2:25][NH:26][C:27](=[O:29])[CH3:28])[O:22][C:21]3=[O:30])=[CH:16][C:15]=2[F:31])OC1.Br[C:34]1[CH:39]=[CH:38][C:37]([CH2:40][CH2:41][C@@:42]([CH3:57])([S:53]([CH3:56])(=[O:55])=[O:54])[C:43]([NH:45][O:46][CH:47]2[CH2:52][CH2:51][CH2:50][CH2:49][O:48]2)=[O:44])=[CH:36][CH:35]=1.O>O1CCOCC1.[Pd+2]>[C:27]([NH:26][CH2:25][C@H:23]1[O:22][C:21](=[O:30])[N:20]([C:17]2[CH:18]=[CH:19][C:14]([C:34]3[CH:35]=[CH:36][C:37]([CH2:40][CH2:41][C@@:42]([CH3:57])([S:53]([CH3:56])(=[O:54])=[O:55])[C:43]([NH:45][O:46][CH:47]4[CH2:52][CH2:51][CH2:50][CH2:49][O:48]4)=[O:44])=[CH:38][CH:39]=3)=[C:15]([F:31])[CH:16]=2)[CH2:24]1)(=[O:29])[CH3:28] |f:0.1.2|. Reported procedure: Palladium (II) EnCat (230 mg, 0.07 mmol) was added to a mixture of potassium carbonate (207 mg, 1.5 mmol), N-({(5S)-3-[4-(5,5-dimethyl-1,3,2-dioxaborinan-2-yl)-3-fluorophenyl]-2-oxo-1,3-oxazolidin-5-yl}methyl)acetamide (234 mg, 0.644 mmol), and 111a (2R)-4-(4-bromophenyl)-2-methyl-2-(methylsulfonyl)-N-(tetrahydro-2H-pyran-2-yloxy)butanamide which was prepared as in Preparation 7 (200 mg, 0.46 mmol) in dioxane:water (6 mL, 5:1) in a 20 mL sealed vial. The vial was heated overnight at 90° C. The r... The reactants are BrC=1C=CC(=C(C1)C(F)(F)F)Cl (5-bromo-2-chlorobenzotrifluoride), N1CCNCC1 (piperazine). As a reaction SMILES: Br[C:2]1[CH:3]=[CH:4][C:5]([Cl:12])=[C:6]([C:8]([F:11])([F:10])[F:9])[CH:7]=1.[NH:13]1[CH2:18][CH2:17][NH:16][CH2:15][CH2:14]1>>[Cl:12][C:5]1[CH:4]=[CH:3][C:2]([N:13]2[CH2:18][CH2:17][NH:16][CH2:15][CH2:14]2)=[CH:7][C:6]=1[C:8]([F:11])([F:10])[F:9]. Reported procedure: Beginning with 5-bromo-2-chlorobenzotrifluoride (602 mg) and piperazine (1 g), 480 mg of the title compound was recovered by the procedure described in Example 1. The yield is 78.2%. Yields the product ClC1=C(C=C(C=C1)N1CCNCC1)C(F)(F)F (1-(4-Chloro-3-trifluoromethyl-phenyl)-piperazine). Product: COC(=O)C1CNCC2CC=CCC(NC(=O)c3nccc4ccccc34)C(=O)N21. The reactants are COC(=O)C1CN(S(=O)(=O)c2ccccc2[N+](=O)[O-])CC2CC=CCC(NC(=O)c3nccc4ccccc34)C(=O)N21, CCOC(C)=O, [K+], [K+], O=C([O-])[O-], CN(C)C=O, Oc1ccc(S)cc1. As a reaction SMILES: [CH3:1][O:2][C:3](=[O:4])[CH:5]1[CH2:6][N:7]([S:31]([c:32]2[cH:33][cH:34][cH:35][cH:36][c:37]2[N+:38]([O-:39])=[O:40])(=[O:41])=[O:42])[CH2:8][CH:9]2[CH2:10][CH:11]=[CH:12][CH2:13][CH:14]([NH:18][C:19](=[O:20])[c:21]3[n:22][cH:23][cH:24][c:25]4[cH:26][cH:27][cH:28][cH:29][c:30]34)[C:15](=[O:17])[N:16]12.[CH3:62][CH2:63][O:64][C:65]([CH3:66])=[O:67].[K+:51].[K+:52].[O-:53][C:54]([O-:55])=[O:56].[O:57]=[CH:58][N:59]([CH3:60])[CH3:61].[SH:43][c:44]1[cH:45][cH:46][c:47]([OH:48])[cH:49][cH:50]1>>[CH3:1][O:2][C:3](=[O:4])[CH:5]1[CH2:6][NH:7][CH2:8][CH:9]2[CH2:10][CH:11]=[CH:12][CH2:13][CH:14]([NH:18][C:19](=[O:20])[c:21]3[n:22][cH:23][cH:24][c:25]4[cH:26][cH:27][cH:28][cH:29][c:30]34)[C:15](=[O:17])[N:16]12. The reactants are Br, O=C(c1ccc(F)cc1)c1ccc(Cl)nc1, [Na+], [OH-], O. Product: O=C(c1ccc(F)cc1)c1ccc(Br)nc1. Reaction SMILES: [BrH:17].[Cl:1][c:2]1[cH:3][cH:4][c:5]([C:8]([c:9]2[cH:10][cH:11][c:12]([F:15])[cH:13][cH:14]2)=[O:16])[cH:6][n:7]1.[Na+:19].[OH-:18].[OH2:20]>>[c:2]1([Br:17])[cH:3][cH:4][c:5]([C:8]([c:9]2[cH:10][cH:11][c:12]([F:15])[cH:13][cH:14]2)=[O:16])[cH:6][n:7]1. Starting materials: CN1C2=NC(=NC=C2NC1=O)\C=C\C1=CC=CC=C1 (9-methyl-2-[(E)-2-phenylethenyl]-7,9-dihydro-8H-purine-8-one), CN(C=O)C (N,N-dimethylformamide). The reagents and catalysts are [Pd] (palladium on carbon). Solvent: C(C)O (ethanol). Conditions: time 1 hour. Yields the product CN1C2=NC(=NC=C2NC1=O)CCC1=CC=CC=C1 (9-methyl-2-(2-phenylethyl)-7,9-dihydro-8H-purine-8-one). RXN SMILES: [CH3:1][N:2]1[C:10](=[O:11])[NH:9][C:8]2[C:3]1=[N:4][C:5](/[CH:12]=[CH:13]/[C:14]1[CH:19]=[CH:18][CH:17]=[CH:16][CH:15]=1)=[N:6][CH:7]=2.CN(C)C=O>[Pd].C(O)C>[CH3:1][N:2]1[C:10](=[O:11])[NH:9][C:8]2[C:3]1=[N:4][C:5]([CH2:12][CH2:13][C:14]1[CH:19]=[CH:18][CH:17]=[CH:16][CH:15]=1)=[N:6][CH:7]=2. Reported procedure: To a mixture of 9-methyl-2-[(E)-2-phenylethenyl]-7,9-dihydro-8H-purine-8-one <the compound of Reference Example 3> (80 mg), N,N-dimethylformamide (2 ml) and ethanol (3 ml) was added 10% palladium on carbon (2 mg) and the mixture was stirred at room temperature under hydrogen atmosphere for 1 hour. The reaction mixture was filtered through Celite and the filtrate was concentrated under reduced pressure. The obtained residue was purified by silica gel column chromatography (eluent: hexane/ethyl ac...